From a dataset of the Open Reaction Database (ORD), a public repository of structured organic reaction records. describe an organic reaction: reactants, conditions, products, and yield Reactants: C[Si](C)(CCl)Cc1ccc(F)cc1, O, Cc1ccccc1C, c1c[nH]cn1. Product: C[Si](C)(Cc1ccc(F)cc1)Cn1ccnc1, Cl. As a reaction SMILES: [Cl:1][CH2:2][Si:3]([CH2:4][c:5]1[cH:6][cH:7][c:8]([F:11])[cH:9][cH:10]1)([CH3:12])[CH3:13].[OH2:19].[c:20]1([CH3:21])[c:22]([CH3:23])[cH:24][cH:25][cH:26][cH:27]1.[nH:14]1[cH:15][n:16][cH:17][cH:18]1>>[CH2:2]([Si:3]([CH2:4][c:5]1[cH:6][cH:7][c:8]([F:11])[cH:9][cH:10]1)([CH3:12])[CH3:13])[n:14]1[cH:15][n:16][cH:17][cH:18]1.[ClH:1].